This data is from the Open Reaction Database (ORD), a public repository of structured organic reaction records. The task is: describe an organic reaction: reactants, conditions, products, and yield The reactants are [Al+3], [H-], [H-], [H-], [H-], [Li+], [Na+], [Na+], C1CCOC1, O, O, O, O, O, O, O, O, O, O, O=S(=O)([O-])[O-], COC(=O)c1c(-c2ccccc2)nn2ccc3occc3c12. The product is OCc1c(-c2ccccc2)nn2ccc3occc3c12. As a reaction SMILES: [Al+3:2].[H-:1].[H-:4].[H-:5].[H-:6].[Li+:3].[Na+:44].[Na+:45].[O:46]1[CH2:47][CH2:48][CH2:49][CH2:50]1.[OH2:29].[OH2:30].[OH2:31].[OH2:32].[OH2:33].[OH2:34].[OH2:35].[OH2:36].[OH2:37].[OH2:38].[S:39]([O-:40])([O-:41])(=[O:42])=[O:43].[c:7]1(-[c:13]2[n:14][n:15]3[c:16]([c:17]4[c:18]([cH:19][cH:20]3)[o:21][cH:22][cH:23]4)[c:24]2[C:25](=[O:26])[O:27][CH3:28])[cH:8][cH:9][cH:10][cH:11][cH:12]1>>[c:7]1(-[c:13]2[n:14][n:15]3[c:16]([c:17]4[c:18]([cH:19][cH:20]3)[o:21][cH:22][cH:23]4)[c:24]2[CH2:25][OH:26])[cH:8][cH:9][cH:10][cH:11][cH:12]1.